describe an organic reaction: reactants, conditions, products, and yield From a dataset of the Open Reaction Database (ORD), a public repository of structured organic reaction records. Starting materials: N#Cc1nc(F)cnc1F, N, C1COCCO1, O. Product: N#Cc1nc(F)cnc1N. RXN SMILES: [F:1][c:2]1[c:3]([C:9]#[N:10])[n:4][c:5]([F:8])[cH:6][n:7]1.[NH3:12].[O:13]1[CH2:14][CH2:15][O:16][CH2:17][CH2:18]1.[OH2:11]>>[c:2]1([NH2:12])[c:3]([C:9]#[N:10])[n:4][c:5]([F:8])[cH:6][n:7]1. Reactants: CC1(OCCO1)C1=CC=CC(=N1)CN1N=CC(=C1)N (1-[6-(2-methyl-[1,3]dioxolan-2-yl)-pyridin-2-ylmethyl]-1H-pyrazol-4-ylamine), FC(C1=CC=C(C=C1)/C=C/C(=O)O)(F)F ((E)-3-(4-trifluoromethyl-phenyl)-acrylic acid). The product is C(C)(=O)C1=CC=CC(=N1)CN1N=CC(=C1)NC(\C=C\C1=CC=C(C=C1)C(F)(F)F)=O ((E)-N-[1-(6-Acetyl-pyridin-2-ylmethyl)-1H-pyrazol-4-yl]-3-(4-trifluoromethyl-phenyl)-acrylamide). As a reaction SMILES: [CH3:1][C:2]1([C:7]2[N:12]=[C:11]([CH2:13][N:14]3[CH:18]=[C:17]([NH2:19])[CH:16]=[N:15]3)[CH:10]=[CH:9][CH:8]=2)[O:6]CCO1.[F:20][C:21]([F:34])([F:33])[C:22]1[CH:27]=[CH:26][C:25](/[CH:28]=[CH:29]/[C:30](O)=[O:31])=[CH:24][CH:23]=1>>[C:2]([C:7]1[N:12]=[C:11]([CH2:13][N:14]2[CH:18]=[C:17]([NH:19][C:30](=[O:31])/[CH:29]=[CH:28]/[C:25]3[CH:24]=[CH:23][C:22]([C:21]([F:33])([F:34])[F:20])=[CH:27][CH:26]=3)[CH:16]=[N:15]2)[CH:10]=[CH:9][CH:8]=1)(=[O:6])[CH3:1]. Reported procedure: Following general procedure B followed by C, starting from 1-[6-(2-methyl-[1,3]dioxolan-2-yl)-pyridin-2-ylmethyl]-1H-pyrazol-4-ylamine and (E)-3-(4-trifluoromethyl-phenyl)-acrylic acid. LC-MS-conditions 02: tR=1.02 min; [M+H]+=414.95. Starting materials: C(C)OC(C(C)C1=CC(=C(C=C1)NN)Cl)=O (2-(3-chloro-4-hydrazinophenyl)propionic acid ethyl ester), C(C)OC(C(OCC)(OCC)OCC)C (tetra-ethoxypropane), Cl (hydrochloric acid). The solvent is C(C)O (ethanol). The product is C(C)OC(C(C)C1=CC(=C(C=C1)N1N=CC=C1)Cl)=O (2-[3-chloro-4-(pyrazol-1-yl) phenyl] propionic acid ethyl ester). The yield is 82.8%. As a reaction SMILES: [CH2:1]([O:3][C:4](=[O:16])[CH:5]([C:7]1[CH:12]=[CH:11][C:10]([NH:13][NH2:14])=[C:9]([Cl:15])[CH:8]=1)[CH3:6])[CH3:2].C(O[CH:20]([CH3:31])[C:21](OCC)(OCC)OCC)C.Cl>C(O)C>[CH2:1]([O:3][C:4](=[O:16])[CH:5]([C:7]1[CH:12]=[CH:11][C:10]([N:13]2[CH:31]=[CH:20][CH:21]=[N:14]2)=[C:9]([Cl:15])[CH:8]=1)[CH3:6])[CH3:2]. Procedure: 2.11 g (8.7 mmoles) of 2-(3-chloro-4-hydrazinophenyl)propionic acid ethyl ester and 1.91 g of tetra-ethoxypropane are dissolved in 2 ml of absolute ethanol. The solution is saturated with hydrochloric acid gas and left to stand for half an hour. The solvent is evaporated off; the residue is distilled. 2 g (83%) of 2-[3-chloro-4-(pyrazol-1-yl) phenyl] propionic acid ethyl ester (b.p. 120° C./10-2 mm Hg) are obtained. Starting materials: O=C([O-])[O-], [Mg+]Cc1ccccc1, CCOC(OCC)[PH](=O)OCC, CCOCC, [Cl-], [K+], [K+], O. Product: CCOC(OCC)[PH](=O)Cc1ccccc1. RXN SMILES: [C:22](=[O:23])([O-:24])[O-:25].[CH2:14]([c:15]1[cH:16][cH:17][cH:18][cH:19][cH:20]1)[Mg+:21].[CH2:1]([CH3:2])[O:3][CH:4]([O:5][CH2:6][CH3:7])[PH:8]([O:9][CH2:10][CH3:11])=[O:12].[CH3:28][CH2:29][O:30][CH2:31][CH3:32].[Cl-:13].[K+:26].[K+:27].[OH2:33]>>[CH2:1]([CH3:2])[O:3][CH:4]([O:5][CH2:6][CH3:7])[PH:8](=[O:12])[CH2:14][c:15]1[cH:16][cH:17][cH:18][cH:19][cH:20]1. Procedure details: 1-(6-Bromo-pyridin-2-yl)-4,4,5,5,5-pentafluoro-pent-1-en-3-one (100.0 mg, 0.3 mmol) prepared in Step 3, 2-chlorophenylhydrazine hydrochloride (55.0 mg, 0.3 mmol), and piperidine (60.0 uL, 0.6 mmol) were added to ethanol (3.0 mL). The reaction mixture was stirred at 60° C. for 2 hours, concentrated under reduced pressure, and then ethyl acetate was added thereto. The mixture was washed with distilled water, dried on anhydrous magnesium sulfate, and concentrated under reduced pressure to give a ye... Product: BrC1=NC(=CC=C1)C1CC(=NN1C1=C(C=CC=C1)Cl)C(C(F)(F)F)(F)F (5-(2-bromo-pyridin-6-yl)-1-(2-chloro-phenyl)-3-pentafluoroethyl-4,5-dihydro-1H-pyrazole). Yield: 11.0%. The solvent is C(C)O (ethanol). Reaction SMILES: [Br:1][C:2]1[N:7]=[C:6]([CH:8]=[CH:9][C:10](=O)[C:11]([F:17])([F:16])[C:12]([F:15])([F:14])[F:13])[CH:5]=[CH:4][CH:3]=1.Cl.[Cl:20][C:21]1[CH:26]=[CH:25][CH:24]=[CH:23][C:22]=1[NH:27][NH2:28].N1CCCCC1>C(O)C>[Br:1][C:2]1[CH:3]=[CH:4][CH:5]=[C:6]([CH:8]2[N:27]([C:22]3[CH:23]=[CH:24][CH:25]=[CH:26][C:21]=3[Cl:20])[N:28]=[C:10]([C:11]([F:17])([F:16])[C:12]([F:15])([F:14])[F:13])[CH2:9]2)[N:7]=1 |f:1.2|. The reactants are BrC1=CC=CC(=N1)C=CC(C(C(F)(F)F)(F)F)=O (1-(6-bromo-pyridin-2-yl)-4,4,5,5,5-pentafluoro-pent-1-en-3-one), Cl.ClC1=C(C=CC=C1)NN (2-chlorophenylhydrazine hydrochloride), N1CCCCC1 (piperidine). Run at temperature 60 celsius, time 2 hour.